This data is from the Open Reaction Database (ORD), a public repository of structured organic reaction records. The task is: describe an organic reaction: reactants, conditions, products, and yield Starting materials: O=C[C@H](O)[C@@H](O)[C@H](O)[C@H](O)CO (D-glucose), N[C@@H](CCCCN)C(=O)O (L-(+)-lysine). Reagents/catalysts: [Pd] (palladium). Yields the product OC(CN[C@@H](CCCCN)C(=O)O)C(C(C(CO)O)O)O (N-(2,3,4,5,6-pentahydroxy-hexyl)-L-(+)-lysine). RXN SMILES: O=[CH:2][C@@H:3]([C@H:5]([C@@H:7]([C@@H:9]([CH2:11][OH:12])[OH:10])[OH:8])[OH:6])[OH:4].[NH2:13][C@H:14]([C:20]([OH:22])=[O:21])[CH2:15][CH2:16][CH2:17][CH2:18][NH2:19]>[Pd]>[OH:4][CH:3]([CH:5]([OH:6])[CH:7]([OH:8])[CH:9]([OH:10])[CH2:11][OH:12])[CH2:2][NH:13][C@H:14]([C:20]([OH:22])=[O:21])[CH2:15][CH2:16][CH2:17][CH2:18][NH2:19]. Reported procedure: The starting materials were D-glucose and L-(+)-lysine in the molar ratio 1:1. The reductive amination took place using palladium/activated carbon (10%) as a catalyst under the conditions of the above examples and yielded a colorless, wax-like product.